This data is from the Open Reaction Database (ORD), a public repository of structured organic reaction records. The task is: describe an organic reaction: reactants, conditions, products, and yield Reactants: CC(C)C(NC(=O)OCc1ccccc1)C(=O)O, CC(C)(C)NC(=O)C1CCCCC1CC(O)C(N)Cc1ccccc1. The product is CC(C)C(NC(=O)OCc1ccccc1)C(=O)NC(Cc1ccccc1)C(O)CC1CCCCC1C(=O)NC(C)(C)C. RXN SMILES: [CH2:1]([c:2]1[cH:3][cH:4][cH:5][cH:6][cH:7]1)[O:8][C:9](=[O:10])[NH:11][CH:12]([CH:13]([CH3:14])[CH3:15])[C:16](=[O:17])[OH:18].[NH2:19][CH:20]([CH:21]([CH2:22][CH:23]1[CH:24]([C:29](=[O:30])[NH:31][C:32]([CH3:33])([CH3:34])[CH3:35])[CH2:25][CH2:26][CH2:27][CH2:28]1)[OH:36])[CH2:37][c:38]1[cH:39][cH:40][cH:41][cH:42][cH:43]1>>[CH2:1]([c:2]1[cH:3][cH:4][cH:5][cH:6][cH:7]1)[O:8][C:9](=[O:10])[NH:11][CH:12]([CH:13]([CH3:14])[CH3:15])[C:16](=[O:18])[NH:19][CH:20]([CH:21]([CH2:22][CH:23]1[CH:24]([C:29](=[O:30])[NH:31][C:32]([CH3:33])([CH3:34])[CH3:35])[CH2:25][CH2:26][CH2:27][CH2:28]1)[OH:36])[CH2:37][c:38]1[cH:39][cH:40][cH:41][cH:42][cH:43]1.